From a dataset of the Open Reaction Database (ORD), a public repository of structured organic reaction records. describe an organic reaction: reactants, conditions, products, and yield The reactants are O=C(OCc1ccccc1)C1CCCN1, CN1CCOCC1, C(=NC1CCCCC1)=NC1CCCCC1, ClCCl, Cl, O=C(O)CCCc1ccccc1. Product: O=C(OCc1ccccc1)C1CCCN1C(=O)CCCc1ccccc1. RXN SMILES: [CH2:21]([c:22]1[cH:23][cH:24][cH:25][cH:26][cH:27]1)[O:28][C:29]([CH:30]1[NH:31][CH2:32][CH2:33][CH2:34]1)=[O:35].[CH3:1][N:2]1[CH2:3][CH2:4][O:5][CH2:6][CH2:7]1.[CH:36]1([N:37]=[C:38]=[N:39][CH:40]2[CH2:41][CH2:42][CH2:43][CH2:44][CH2:45]2)[CH2:46][CH2:47][CH2:48][CH2:49][CH2:50]1.[Cl:51][CH2:52][Cl:53].[ClH:20].[c:8]1([CH2:14][CH2:15][CH2:16][C:17](=[O:18])[OH:19])[cH:9][cH:10][cH:11][cH:12][cH:13]1>>[c:8]1([CH2:14][CH2:15][CH2:16][C:17](=[O:19])[N:31]2[CH:30]([C:29]([O:28][CH2:21][c:22]3[cH:23][cH:24][cH:25][cH:26][cH:27]3)=[O:35])[CH2:34][CH2:33][CH2:32]2)[cH:9][cH:10][cH:11][cH:12][cH:13]1. The reactants are CCCCC(O[Si](C)(C)C(C)(C)C)C(=O)Nc1ccc(C)cn1, C1CCOC1, CCCC[N+](CCCC)(CCCC)CCCC, CCOC(C)=O, [F-], O, O, O, O. The product is CCCCC(O)C(=O)Nc1ccc(C)cn1. As a reaction SMILES: [C:22]([Si:23]([CH3:24])([CH3:25])[O:27][CH:28]([C:29](=[O:30])[NH:31][c:32]1[n:33][cH:34][c:35]([CH3:38])[cH:36][cH:37]1)[CH2:39][CH2:40][CH2:41][CH3:42])([CH3:26])([CH3:43])[CH3:44].[CH2:52]1[O:53][CH2:54][CH2:55][CH2:56]1.[CH2:5]([N+:6]([CH2:7][CH2:8][CH2:9][CH3:10])([CH2:11][CH2:12][CH2:13][CH3:14])[CH2:15][CH2:16][CH2:17][CH3:18])[CH2:19][CH2:20][CH3:21].[CH3:46][CH2:47][O:48][C:49]([CH3:50])=[O:51].[F-:4].[OH2:1].[OH2:2].[OH2:3].[OH2:45]>>[OH:27][CH:28]([C:29](=[O:30])[NH:31][c:32]1[n:33][cH:34][c:35]([CH3:38])[cH:36][cH:37]1)[CH2:39][CH2:40][CH2:41][CH3:42]. Starting materials: O (Water), C(C)(C)N(CC)C(C)C (Diisopropylethylamine), N1CCC(CC1)C(=O)OCC (ethyl piperidine-4-carboxylate), ClC1=NC(=CC=C1)OC (2-chloro-6-methoxypyridine). The solvent is CN(C)C=O (DMF). Product: COC1=CC=CC(=N1)N1CCC(CC1)C(=O)OCC (Ethyl 1-(6-methoxypyridin-2-yl)piperidine-4-carboxylate). The yield is 10.9%. As a reaction SMILES: C(N(C(C)C)CC)(C)C.[NH:10]1[CH2:15][CH2:14][CH:13]([C:16]([O:18][CH2:19][CH3:20])=[O:17])[CH2:12][CH2:11]1.Cl[C:22]1[CH:27]=[CH:26][CH:25]=[C:24]([O:28][CH3:29])[N:23]=1.O>CN(C=O)C>[CH3:29][O:28][C:24]1[N:23]=[C:22]([N:10]2[CH2:15][CH2:14][CH:13]([C:16]([O:18][CH2:19][CH3:20])=[O:17])[CH2:12][CH2:11]2)[CH:27]=[CH:26][CH:25]=1. Procedure details: Diisopropylethylamine (2.16 mL, 12.7 mmol) was added to a solution of ethyl piperidine-4-carboxylate (2.00 g, 12.7 mmol) and 2-chloro-6-methoxypyridine (1.48 mL, 12.7 mmol) in DMF (10 mL), and the mixture was stirred while irradiated with microwaves at 150° C. for 3 hours using Initiator® manufactured by Biotage Japan Ltd. Water was added to the reaction solution, followed by extraction with ethyl acetate. The obtained organic layer was dried over anhydrous sodium sulfate, and the solvent was di... Starting materials: C(C(=O)Cl)(=O)Cl (oxalyl chloride), C(C)(=O)OCCN1C=CC2=CC=CC=C12 (1-(2-acetoxyethyl)indole). The solvent is ClCCl (dichloromethane). Reaction conditions: time 2 hour. The product is C(C)(=O)OCCN1C=C(C2=CC=CC=C12)C=1C(OC(C1C1=CN(C2=CC=CC=C12)C)=O)=O (3-[1-(2-acetoxyethyl)-3-indolyl]-4-(1-methyl-3-indolyl)furan-2,5-dione). RXN SMILES: [C:1](Cl)(=[O:5])[C:2](Cl)=O.[C:7]([O:10][CH2:11][CH2:12][N:13]1[C:21]2[C:16](=[CH:17][CH:18]=[CH:19][CH:20]=2)[CH:15]=[CH:14]1)(=[O:9])[CH3:8]>ClCCl>[C:7]([O:10][CH2:11][CH2:12][N:13]1[C:21]2[C:16](=[CH:17][CH:18]=[CH:19][CH:20]=2)[C:15]([C:8]2[C:7](=[O:9])[O:10][C:1](=[O:5])[C:2]=2[C:15]2[C:16]3[C:21](=[CH:20][CH:19]=[CH:18][CH:17]=3)[N:13]([CH3:12])[CH:14]=2)=[CH:14]1)(=[O:9])[CH3:8]. Procedure: 2.57 ml of oxalyl chloride were added to a solution of 5.7 g of 1-(2-acetoxyethyl)indole in 70 ml of dichloromethane at 0° C. The resulting solution was stirred for 2 hours and the solvent was then evaporated. To the residue, dissolved in 210 ml of dichloromethane, were added 7.7 ml of triethylamine and 5.29 g of 1-methylindole-3-acetic acid under a nitrogen atmosphere. After stirring for 18 hours the solvent was evaporated and the residue was purified on silica gel with ethyl acetate/petroleum ...